This data is from the Open Reaction Database (ORD), a public repository of structured organic reaction records. The task is: describe an organic reaction: reactants, conditions, products, and yield Starting materials: C(C)OC(=O)C=1C(=C2C(=C(N1)Br)SN=C2C2=CC=C(C=C2)F)O (7-bromo-3-(4-fluoro-phenyl)-4-hydroxy-isothiazolo[5,4-c]pyridine-5-carboxylic acid ethyl ester), C(#N)C1=CC=C(C=C1)B(O)O (4-cyanophenylboronic acid). Product: C(C)OC(=O)C=1C(=C2C(=C(N1)C1=CC=C(C=C1)C#N)SN=C2C2=CC=C(C=C2)F)O (7-(4-Cyano-phenyl)-3-(4-fluoro-phenyl)-4-hydroxy-isothiazolo[5,4-c]pyridine-5-carboxylic acid ethyl ester). As a reaction SMILES: [CH2:1]([O:3][C:4]([C:6]1[C:7]([OH:23])=[C:8]2[C:15]([C:16]3[CH:21]=[CH:20][C:19]([F:22])=[CH:18][CH:17]=3)=[N:14][S:13][C:9]2=[C:10](Br)[N:11]=1)=[O:5])[CH3:2].[C:24]([C:26]1[CH:31]=[CH:30][C:29](B(O)O)=[CH:28][CH:27]=1)#[N:25]>>[CH2:1]([O:3][C:4]([C:6]1[C:7]([OH:23])=[C:8]2[C:15]([C:16]3[CH:21]=[CH:20][C:19]([F:22])=[CH:18][CH:17]=3)=[N:14][S:13][C:9]2=[C:10]([C:29]2[CH:30]=[CH:31][C:26]([C:24]#[N:25])=[CH:27][CH:28]=2)[N:11]=1)=[O:5])[CH3:2]. Procedure details: The title compound was synthesized in analogy to Example 1 from 7-bromo-3-(4-fluoro-phenyl)-4-hydroxy-isothiazolo[5,4-c]pyridine-5-carboxylic acid ethyl ester and 4-cyanophenylboronic acid: MS (m/z) 420.2 (M+1).